This data is from the Open Reaction Database (ORD), a public repository of structured organic reaction records. The task is: describe an organic reaction: reactants, conditions, products, and yield Starting materials: CC(C)(C)OC(=O)N1CCN(C(=O)OCc2ccccc2)C(C(=O)O)C1, C[Si](C)(C)C=[N+]=[N-], CO. The product is COC(=O)C1CN(C(=O)OC(C)(C)C)CCN1C(=O)OCc1ccccc1. RXN SMILES: [CH2:1]([c:2]1[cH:3][cH:4][cH:5][cH:6][cH:7]1)[O:8][C:9](=[O:10])[N:11]1[CH:12]([C:24](=[O:25])[OH:26])[CH2:13][N:14]([C:17](=[O:18])[O:19][C:20]([CH3:21])([CH3:22])[CH3:23])[CH2:15][CH2:16]1.[CH3:27][Si:28]([CH:29]=[N+:30]=[N-:31])([CH3:32])[CH3:33].[CH3:34][OH:35]>>[CH2:1]([c:2]1[cH:3][cH:4][cH:5][cH:6][cH:7]1)[O:8][C:9](=[O:10])[N:11]1[CH:12]([C:24](=[O:25])[O:26][CH3:27])[CH2:13][N:14]([C:17](=[O:18])[O:19][C:20]([CH3:21])([CH3:22])[CH3:23])[CH2:15][CH2:16]1. Starting materials: C1CCOC1, Nc1nc2ccc(CO)cc2s1. Yields the product Nc1nc2ccc(C=O)cc2s1. As a reaction SMILES: [CH2:13]1[O:14][CH2:15][CH2:16][CH2:17]1.[NH2:1][c:2]1[s:3][c:4]2[c:5]([n:6]1)[cH:7][cH:8][c:9]([CH2:11][OH:12])[cH:10]2>>[NH2:1][c:2]1[s:3][c:4]2[c:5]([n:6]1)[cH:7][cH:8][c:9]([CH:11]=[O:12])[cH:10]2. Starting materials: CN(S(=O)(=O)C)C1=CC(=C(C=C1)[N+](=O)[O-])N1CCCCC1 (N-methyl-N-(4-nitro-3-piperidin-1-yl-phenyl)-methanesulfonamide). Reagents/catalysts: [Pd] (Pd—C). Product: NC1=C(C=C(C=C1)N(S(=O)(=O)C)C)N1CCCCC1 (N-(4-Amino-3-piperidin-1-yl-phenyl)-N-methyl-methanesulfonamide). Isolated yield 90.7%. RXN SMILES: [CH3:1][N:2]([C:7]1[CH:12]=[CH:11][C:10]([N+:13]([O-])=O)=[C:9]([N:16]2[CH2:21][CH2:20][CH2:19][CH2:18][CH2:17]2)[CH:8]=1)[S:3]([CH3:6])(=[O:5])=[O:4]>[Pd]>[NH2:13][C:10]1[CH:11]=[CH:12][C:7]([N:2]([CH3:1])[S:3]([CH3:6])(=[O:5])=[O:4])=[CH:8][C:9]=1[N:16]1[CH2:17][CH2:18][CH2:19][CH2:20][CH2:21]1. Procedure: Using a procedure similar to Example 23, step (a), N-methyl-N-(4-nitro-3-piperidin-1-yl-phenyl)-methanesulfonamide (89 mg, 0.28 mmol) was stirred with 5% Pd—C (55 mg) under H2 to afford 72 mg (91%) of N-(4-Amino-3-piperidin-1-yl-phenyl)-N-methyl-methanesulfonamide as an oil. Using a procedure similar to Example 4, step (c), N-(4-amino-3-piperidin-1-yl-phenyl)-N-methyl-methanesulfonamide was coupled to 5-cyano-furan-2-carbonyl chloride (77 mg, 0.49 mmol) in the presence of DIEA (107 μL, 0.55 mmol...